This data is from the Open Reaction Database (ORD), a public repository of structured organic reaction records. The task is: describe an organic reaction: reactants, conditions, products, and yield Starting materials: ClCCl, O=C(O)C(F)(F)F, CC(C)(C)OC(=O)c1ccccc1-c1ccc(C(=O)N2Cc3ccc(C(=O)NCc4cccnc4)n3Cc3ccccc32)cc1. Product: O=C(O)c1ccccc1-c1ccc(C(=O)N2Cc3ccc(C(=O)NCc4cccnc4)n3Cc3ccccc32)cc1. Reaction SMILES: [Cl:53][CH2:54][Cl:55].[OH:46][C:47]([C:48]([F:49])([F:50])[F:51])=[O:52].[n:1]1[cH:2][c:3]([CH2:7][NH:8][C:9](=[O:10])[c:11]2[cH:12][cH:13][c:14]3[n:20]2[CH2:19][c:18]2[c:17]([cH:24][cH:23][cH:22][cH:21]2)[N:16]([C:25](=[O:26])[c:27]2[cH:28][cH:29][c:30](-[c:33]4[c:34]([C:39](=[O:40])[O:41][C:42]([CH3:43])([CH3:44])[CH3:45])[cH:35][cH:36][cH:37][cH:38]4)[cH:31][cH:32]2)[CH2:15]3)[cH:4][cH:5][cH:6]1>>[n:1]1[cH:2][c:3]([CH2:7][NH:8][C:9](=[O:10])[c:11]2[cH:12][cH:13][c:14]3[n:20]2[CH2:19][c:18]2[c:17]([cH:24][cH:23][cH:22][cH:21]2)[N:16]([C:25](=[O:26])[c:27]2[cH:28][cH:29][c:30](-[c:33]4[c:34]([C:39](=[O:40])[OH:41])[cH:35][cH:36][cH:37][cH:38]4)[cH:31][cH:32]2)[CH2:15]3)[cH:4][cH:5][cH:6]1. The reactants are IC=1C=CC=2N(C3=CC=CC=C3C2C1)C1=CC=CC=C1 (3-iodo-9-phenylcarbazole), NC1=CC=CC2=CC=CC=C12 (1-aminonaphthalen), C(C)(C)(C)P(C(C)(C)C)C(C)(C)C (tri(t-butyl)phosphine), C(C)(C)(C)O[Na] (t-butoxysodium). The reagents and catalysts are C=1C=CC(=CC1)/C=C/C(=O)/C=C/C2=CC=CC=C2.C=1C=CC(=CC1)/C=C/C(=O)/C=C/C2=CC=CC=C2.[Pd] (bis(dibenzylideneacetone)palladium(0)). The solvent is C=1(C(=CC=CC1)C)C (xylene), C1(=CC=CC=C1)C (toluene). Reaction conditions: temperature 90 celsius. Yields the product C1(=CC=CC2=CC=CC=C12)NC=1C=CC=2N(C3=CC=CC=C3C2C1)C1=CC=CC=C1 (3-[N-(1-naphthyl)amino]-9-phenylcarbazole). The yield is 79.0%. RXN SMILES: I[C:2]1[CH:3]=[CH:4][C:5]2[N:6]([C:15]3[CH:20]=[CH:19][CH:18]=[CH:17][CH:16]=3)[C:7]3[C:12]([C:13]=2[CH:14]=1)=[CH:11][CH:10]=[CH:9][CH:8]=3.[NH2:21][C:22]1[C:31]2[C:26](=[CH:27][CH:28]=[CH:29][CH:30]=2)[CH:25]=[CH:24][CH:23]=1.C(P(C(C)(C)C)C(C)(C)C)(C)(C)C.C(O[Na])(C)(C)C>C1C=CC(/C=C/C(/C=C/C2C=CC=CC=2)=O)=CC=1.C1C=CC(/C=C/C(/C=C/C2C=CC=CC=2)=O)=CC=1.[Pd].C1(C)C=CC=CC=1.C1(C)C(C)=CC=CC=1>[C:22]1([NH:21][C:2]2[CH:3]=[CH:4][C:5]3[N:6]([C:15]4[CH:20]=[CH:19][CH:18]=[CH:17][CH:16]=4)[C:7]4[C:12]([C:13]=3[CH:14]=2)=[CH:11][CH:10]=[CH:9][CH:8]=4)[C:31]2[C:26](=[CH:27][CH:28]=[CH:29][CH:30]=2)[CH:25]=[CH:24][CH:23]=1 |f:4.5.6|. Procedure: Under nitrogen, 12 mL of dehydration xylene was added to a mixture of 3.7 g (10 mmol) of 3-iodo-9-phenylcarbazole, 1.6 g (5 mmol) of 1-aminonaphthalen, 60 mg (0.1 mmol) of bis(dibenzylideneacetone)palladium(0), 200 μL (0.5 mmol) of tri(t-butyl)phosphine (49 wt % hexane solution), 3 g (30 mmol) of t-butoxysodium (abbreviation: t-BuONa). This was stirred while heating at 90° C. under a nitrogen atmosphere for 7 hours. After the termination of the reaction, this suspension was added with about 200 ... Product: BrC=1C=C(C(=C(C1)C=1C(NC2(C1O)CCN(CC2)OC)=O)C)F (3-(5-Bromo-3-fluoro-2-methyl-phenyl)-4-hydroxy-8-methoxy-1,8-diaza-spiro[4.5]dec-3-en-2-one). RXN SMILES: [Br:1][C:2]1[C:3](F)=[CH:4][C:5]([CH3:22])=[C:6]([C:8]2[C:9](=[O:21])[NH:10][C:11]3([CH2:18][CH2:17][N:16]([O:19][CH3:20])[CH2:15][CH2:14]3)[C:12]=2[OH:13])[CH:7]=1.BrC1C=C([F:36])C(C)=C(CC(O)=O)C=1>>[Br:1][C:2]1[CH:3]=[C:4]([F:36])[C:5]([CH3:22])=[C:6]([C:8]2[C:9](=[O:21])[NH:10][C:11]3([CH2:14][CH2:15][N:16]([O:19][CH3:20])[CH2:17][CH2:18]3)[C:12]=2[OH:13])[CH:7]=1. Reactants: BrC=1C(=CC(=C(C1)C=1C(NC2(C1O)CCN(CC2)OC)=O)C)F (3-(5-bromo-4-fluoro-2-methyl-phenyl)-4-hydroxy-8-methoxy-1,8-diaza-spiro[4.5]dec-3-en-2-one), BrC=1C=C(C(=C(C1)CC(=O)O)C)F ((5-bromo-3-fluoro-2-methyl-phenyl)-acetic acid). Procedure: 3-(5-Bromo-3-fluoro-2-methyl-phenyl)-4-hydroxy-8-methoxy-1,8-diaza-spiro[4.5]dec-3-en-2-one (title compound F3) was prepared analogously to the synthesis of 3-(5-bromo-4-fluoro-2-methyl-phenyl)-4-hydroxy-8-methoxy-1,8-diaza-spiro[4.5]dec-3-en-2-one (preparation example P5, step P5.5) starting from (5-bromo-3-fluoro-2-methyl-phenyl)-acetic acid (preparation example P7, step P7.2) by making use of the procedures described under step P5.4 and step P5.5. The title compound F3 was obtained as a solid... The reactants are ClC=1C=C(C(=O)O)C=CC1N(C(=O)C1=CC2=C(C3=C(OCC2)C=CC=C3)S1)C (3-Chloro-4-(N-methyl-4,5-dihydrobenzo[b]thieno[2,3-d]oxepine-2-carboxamido)benzoic acid), N1CCNCC1 (piperazine). Product: ClC1=C(C=CC(=C1)C(=O)N1CCNCC1)N(C(=O)C1=CC2=C(C3=C(OCC2)C=CC=C3)S1)C (N-(2-chloro-4-(piperazine-1-carbonyl)phenyl)-N-methyl-4,5-dihydrobenzo[b]thieno[2,3-d]oxepine-2-carboxamide). RXN SMILES: [Cl:1][C:2]1[CH:3]=[C:4]([CH:8]=[CH:9][C:10]=1[N:11]([CH3:28])[C:12]([C:14]1[S:27][C:17]2[C:18]3[CH:26]=[CH:25][CH:24]=[CH:23][C:19]=3[O:20][CH2:21][CH2:22][C:16]=2[CH:15]=1)=[O:13])[C:5](O)=[O:6].[NH:29]1[CH2:34][CH2:33][NH:32][CH2:31][CH2:30]1>>[Cl:1][C:2]1[CH:3]=[C:4]([C:5]([N:29]2[CH2:34][CH2:33][NH:32][CH2:31][CH2:30]2)=[O:6])[CH:8]=[CH:9][C:10]=1[N:11]([CH3:28])[C:12]([C:14]1[S:27][C:17]2[C:18]3[CH:26]=[CH:25][CH:24]=[CH:23][C:19]=3[O:20][CH2:21][CH2:22][C:16]=2[CH:15]=1)=[O:13]. Procedure details: 3-Chloro-4-(N-methyl-4,5-dihydrobenzo[b]thieno[2,3-d]oxepine-2-carboxamido)benzoic acid and piperazine were reacted by a procedure similar to Example 47 to give 253. MS: (ESI+) 482.1 RXN SMILES: [CH3:16][N:17]([C:18]1([c:25]2[cH:26][cH:27][cH:28][cH:29][cH:30]2)[CH2:19][CH2:20][C:21](=[O:24])[CH2:22][CH2:23]1)[CH3:31].[CH3:32][C:33](=[O:34])[OH:35].[Cl:36][CH2:37][CH2:38][Cl:39].[NH:1]1[CH2:2][CH:3]([c:7]2[cH:8][nH:9][c:10]3[cH:11][cH:12][cH:13][cH:14][c:15]23)[CH2:4][CH2:5][CH2:6]1>>[N:1]1([CH:21]2[CH2:20][CH2:19][C:18]([N:17]([CH3:16])[CH3:31])([c:25]3[cH:26][cH:27][cH:28][cH:29][cH:30]3)[CH2:23][CH2:22]2)[CH2:2][CH:3]([c:7]2[cH:8][nH:9][c:10]3[cH:11][cH:12][cH:13][cH:14][c:15]23)[CH2:4][CH2:5][CH2:6]1. The product is CN(C)C1(c2ccccc2)CCC(N2CCCC(c3c[nH]c4ccccc34)C2)CC1. The reactants are CN(C)C1(c2ccccc2)CCC(=O)CC1, CC(=O)O, ClCCCl, c1ccc2c(C3CCCNC3)c[nH]c2c1.